The task is: describe an organic reaction: reactants, conditions, products, and yield. This data is from the Open Reaction Database (ORD), a public repository of structured organic reaction records. Starting materials: COCCOC, Nc1cc(Cl)nc(N2CCOCC2)n1, O. Product: COc1cc(N)nc(N2CCOCC2)n1. RXN SMILES: [CH3:16][O:17][CH2:18][CH2:19][O:20][CH3:21].[NH2:1][c:2]1[n:3][c:4]([N:9]2[CH2:10][CH2:11][O:12][CH2:13][CH2:14]2)[n:5][c:6]([Cl:8])[cH:7]1.[OH2:15]>>[NH2:1][c:2]1[n:3][c:4]([N:9]2[CH2:10][CH2:11][O:12][CH2:13][CH2:14]2)[n:5][c:6]([O:17][CH3:16])[cH:7]1. Reactants: CN(C)C=O, CCOC(C)=O, CCN(C(C)C)C(C)C, O=C(Cl)Oc1ccc([N+](=O)[O-])cc1, ClCCl, CC(C)(C)OC(=O)CN, OCCCNc1ccccn1. Yields the product CC(C)(C)OC(=O)CNC(=O)OCCCNc1ccccn1. As a reaction SMILES: [CH3:43][N:44]([CH3:45])[CH:46]=[O:47].[CH3:51][CH2:52][O:53][C:54](=[O:55])[CH3:56].[CH:1]([N:2]([CH:3]([CH3:4])[CH3:5])[CH2:6][CH3:7])([CH3:8])[CH3:9].[Cl:21][C:22](=[O:23])[O:24][c:25]1[cH:26][cH:27][c:28]([N+:29]([O-:30])=[O:31])[cH:32][cH:33]1.[Cl:48][CH2:49][Cl:50].[NH2:34][CH2:35][C:36](=[O:37])[O:38][C:39]([CH3:40])([CH3:41])[CH3:42].[n:10]1[c:11]([NH:16][CH2:17][CH2:18][CH2:19][OH:20])[cH:12][cH:13][cH:14][cH:15]1>>[n:10]1[c:11]([NH:16][CH2:17][CH2:18][CH2:19][O:20][C:22](=[O:23])[NH:34][CH2:35][C:36](=[O:37])[O:38][C:39]([CH3:40])([CH3:41])[CH3:42])[cH:12][cH:13][cH:14][cH:15]1. The reactants are CC(C)(C)OC(=O)N1CCN(c2ccc(N)nc2)CC1, Cc1ccccc1, CC(=O)OCc1cc2cnc(S(C)=O)nc2n(C2CCCC2)c1=O. Yields the product CC(=O)OCc1cc2cnc(Nc3ccc(N4CCN(C(=O)OC(C)(C)C)CC4)cn3)nc2n(C2CCCC2)c1=O. Reaction SMILES: [C:25]([CH3:26])([CH3:27])([CH3:28])[O:29][C:30](=[O:31])[N:32]1[CH2:33][CH2:34][N:35]([c:38]2[cH:39][n:40][c:41]([NH2:44])[cH:42][cH:43]2)[CH2:36][CH2:37]1.[CH3:45][c:46]1[cH:47][cH:48][cH:49][cH:50][cH:51]1.[CH:1]1([n:6]2[c:7](=[O:24])[c:8]([CH2:19][O:20][C:21]([CH3:22])=[O:23])[cH:9][c:10]3[c:11]2[n:12][c:13]([S:16]([CH3:17])=[O:18])[n:14][cH:15]3)[CH2:2][CH2:3][CH2:4][CH2:5]1>>[CH:1]1([n:6]2[c:7](=[O:24])[c:8]([CH2:19][O:20][C:21]([CH3:22])=[O:23])[cH:9][c:10]3[c:11]2[n:12][c:13]([NH:44][c:41]2[n:40][cH:39][c:38]([N:35]4[CH2:34][CH2:33][N:32]([C:30]([O:29][C:25]([CH3:26])([CH3:27])[CH3:28])=[O:31])[CH2:37][CH2:36]4)[cH:43][cH:42]2)[n:14][cH:15]3)[CH2:2][CH2:3][CH2:4][CH2:5]1. The reactants are CC1=C(C#N)C(c2ccc(C#N)cc2S(=O)(=O)Cl)N(C)C(=O)N1c1cccc(C(F)(F)F)c1, ClCCl. Product: CC1=C(C#N)C(c2ccc(C#N)cc2S)N(C)C(=O)N1c1cccc(C(F)(F)F)c1. Reaction SMILES: [C:1](#[N:2])[c:3]1[cH:4][cH:5][c:6]([CH:13]2[N:14]([CH3:33])[C:15](=[O:32])[N:16]([c:22]3[cH:23][c:24]([C:28]([F:29])([F:30])[F:31])[cH:25][cH:26][cH:27]3)[C:17]([CH3:21])=[C:18]2[C:19]#[N:20])[c:7]([S:9]([Cl:10])(=[O:11])=[O:12])[cH:8]1.[Cl:34][CH2:35][Cl:36]>>[C:1](#[N:2])[c:3]1[cH:4][cH:5][c:6]([CH:13]2[N:14]([CH3:33])[C:15](=[O:32])[N:16]([c:22]3[cH:23][c:24]([C:28]([F:29])([F:30])[F:31])[cH:25][cH:26][cH:27]3)[C:17]([CH3:21])=[C:18]2[C:19]#[N:20])[c:7]([SH:9])[cH:8]1.